This data is from the Open Reaction Database (ORD), a public repository of structured organic reaction records. The task is: describe an organic reaction: reactants, conditions, products, and yield The reactants are CC(=O)[O-], CCO, CCOC(C)=O, O=Cc1ncc(CCBr)s1, [Cl-], [Na+], [Na+], [OH-], O, [NH3+]O. The product is N#Cc1ncc(CCBr)s1. RXN SMILES: [CH3:15][C:16](=[O:17])[O-:18].[CH3:21][CH2:22][OH:23].[CH3:24][CH2:25][O:26][C:27](=[O:28])[CH3:29].[CH:1](=[O:2])[c:3]1[s:4][c:5]([CH2:8][CH2:9][Br:10])[cH:6][n:7]1.[Cl-:11].[Na+:14].[Na+:20].[OH-:19].[OH2:30].[OH:12][NH3+:13]>>[C:1]([c:3]1[s:4][c:5]([CH2:8][CH2:9][Br:10])[cH:6][n:7]1)#[N:13].